Dataset: the Open Reaction Database (ORD), a public repository of structured organic reaction records. Task: describe an organic reaction: reactants, conditions, products, and yield Starting materials: NCC1=CC(=NO1)CCC(=O)O (5-Aminomethylisoxazole-3-propionic acid), S(=O)(=O)(O)O.CSC(N)=N (S-methylisothiourea hydrogen sulfate). Run in [OH-].[Na+] (sodium hydroxide). Run at time 24 hour. The product is N(C(=N)N)CC1=CC(=NO1)CCC(=O)O (5-Guanidinomethylisoxazole-3-propionic acid). RXN SMILES: [NH2:1][CH2:2][C:3]1[O:7][N:6]=[C:5]([CH2:8][CH2:9][C:10]([OH:12])=[O:11])[CH:4]=1.S(O)(O)(=O)=O.CS[C:20](=[NH:22])[NH2:21]>[OH-].[Na+]>[NH:1]([CH2:2][C:3]1[O:7][N:6]=[C:5]([CH2:8][CH2:9][C:10]([OH:12])=[O:11])[CH:4]=1)[C:20]([NH2:22])=[NH:21] |f:1.2,3.4|. Procedure details: 6.8 g (0.04 mol) of the product from Example 12 are dissolved in 40 ml of 1 N sodium hydroxide solution and 5.56 g of S-methylisothiourea hydrogen sulfate (=0.04 mol of urea) in solid form are added. The mixture is stirred at room temperature for 24 hours, during which the product slowly crystallizes out, and is filtered off with suction and washed thoroughly with water. Yield: 2.8 g; melting point >297° C. Reactants: CC1=C2C=CN(C2=CC=C1)[C@H]1[C@H](OC(C)=O)[C@@H](OC(C)=O)[C@H](OC(C)=O)[C@H](O1)COC(C)=O (4-methyl-1-(2,3,4,6-tetra-O-acetyl-β-D-gluco-pyranosyl)indole), C(C)C1=CC=C(C(=O)Cl)C=C1 (4-ethylbenzoyl chloride). The product is C(C)C1=CC=C(C=C1)CC1=CN(C2=CC=CC(=C12)C)[C@H]1[C@H](O)[C@@H](O)[C@H](O)[C@H](O1)CO (3-(4-ethylphenylmethyl)-4-methyl-1-(β-D-glucopyranosyl)-indole). As a reaction SMILES: [CH3:1][C:2]1[CH:10]=[CH:9][CH:8]=[C:7]2[C:3]=1[CH:4]=[CH:5][N:6]2[C@@H:11]1[O:28][C@H:27]([CH2:29][O:30]C(=O)C)[C@@H:22]([O:23]C(=O)C)[C@H:17]([O:18]C(=O)C)[C@H:12]1[O:13]C(=O)C.[CH2:34]([C:36]1[CH:44]=[CH:43][C:39]([C:40](Cl)=O)=[CH:38][CH:37]=1)[CH3:35]>>[CH2:34]([C:36]1[CH:44]=[CH:43][C:39]([CH2:40][C:4]2[C:3]3[C:7](=[CH:8][CH:9]=[CH:10][C:2]=3[CH3:1])[N:6]([C@@H:11]3[O:28][C@H:27]([CH2:29][OH:30])[C@@H:22]([OH:23])[C@H:17]([OH:18])[C@H:12]3[OH:13])[CH:5]=2)=[CH:38][CH:37]=1)[CH3:35]. Procedure: The above 4-methyl-1-(2,3,4,6-tetra-O-acetyl-β-D-gluco-pyranosyl)indole and 4-ethylbenzoyl chloride were treated in a manner similar to Example 3 to give the titled compound, 3-(4-ethylphenylmethyl)-4-methyl-1-(β-D-glucopyranosyl)-indole as a colorless powder. APCI-Mass m/Z 412 (M+H). 1H-NMR (DMSO-d6) δ 1.15 (t, J=−1.6 Hz, 3H), 2.41 (s, 3H), 2.56 (q, J=7.5 Hz, 2H), 3.23 (td, J=8.9, 5.2 Hz, 1H), 3.37-3.47 (m, 3H), 3.64-3.69 (m, 2H), 4.16 (s, 2H), 4.51 (t, J=5.3 Hz, 1H), 5.06 (d, J=5.1 Hz, 1H), 5.... The reactants are CN(CCC1=NC=2C(=NC=CC2)N1)C (2-(2-dimethylaminoethyl)-3H-imidazo [4,5-b] pyridine), C(C)OCCCl (2-ethoxyethyl chloride). Product: C(C)OCCN1C(=NC=2C1=NC=CC2)CCN(C)C (3-(2-ethoxyethyl)-2-(2-dimethylaminoethyl)-3H-imidazo [4,5-b] pyridine). Isolated yield 17.0%. RXN SMILES: [CH3:1][N:2]([CH3:14])[CH2:3][CH2:4][C:5]1[NH:13][C:8]2=[N:9][CH:10]=[CH:11][CH:12]=[C:7]2[N:6]=1.[CH2:15]([O:17][CH2:18][CH2:19]Cl)[CH3:16]>>[CH2:15]([O:17][CH2:18][CH2:19][N:13]1[C:8]2=[N:9][CH:10]=[CH:11][CH:12]=[C:7]2[N:6]=[C:5]1[CH2:4][CH2:3][N:2]([CH3:1])[CH3:14])[CH3:16]. Procedure: A mixture formed by 3.9 g 2,3-diaminopyridine and 6.1 g 3-dimethylaminopropionic acid hydrochloride in 40 g polyphosphoric acid, is heated at 160° C. for 5 hours. Reaction mixture is cooled to room temperature, dissolved in water, then made alkaline adjusting the pH to 10 with NaOH and extracted several times with chloroform. Organic extracts are collected together, evaporated to dryness and the residue, crystallized from acetonitrile, gives 1.4 g 2-(2-dimethylaminoethyl)-3H-imidazo [4,5-b] pyri... The reactants are BrCCCCl (1-bromo-3-chloropropane), C([O-])([O-])=O.[K+].[K+] (potassium carbonate), CC1N(CCC1)CC=1N=C(OC1)C1=CC=C(C=C1)O (4-{4-[(2-methylpyrrolidin-1-yl)methyl]-1,3-oxazol-2-yl}phenol). Run in CC(=O)C (acetone). Conditions: temperature 56 celsius, time 8 hour. Product: ClCCCOC1=CC=C(C=C1)C=1OC=C(N1)CN1C(CCC1)C (2-[4-(3-chloropropoxy)phenyl]-4-[(2-methylpyrrolidin-1-yl)methyl]-1,3-oxazole). As a reaction SMILES: Br[CH2:2][CH2:3][CH2:4][Cl:5].C(=O)([O-])[O-].[K+].[K+].[CH3:12][CH:13]1[CH2:17][CH2:16][CH2:15][N:14]1[CH2:18][C:19]1[N:20]=[C:21]([C:24]2[CH:29]=[CH:28][C:27]([OH:30])=[CH:26][CH:25]=2)[O:22][CH:23]=1>CC(C)=O>[Cl:5][CH2:4][CH2:3][CH2:2][O:30][C:27]1[CH:28]=[CH:29][C:24]([C:21]2[O:22][CH:23]=[C:19]([CH2:18][N:14]3[CH2:15][CH2:16][CH2:17][CH:13]3[CH3:12])[N:20]=2)=[CH:25][CH:26]=1 |f:1.2.3|. Procedure: A mixture of 1-bromo-3-chloropropane (0.7 mmol, 2 eq, 11.5 mg), potassium carbonate (0.7 mmol, 2 eq, 98 mg) and 4-{4-[(2-methylpyrrolidin-1-yl)methyl]-1,3-oxazol-2-yl}phenol ax65 (0.35 mmol, 1 eq, 91.5 mg) in acetone (1.25 ml) is stirred at 56° C. overnight. The mixture is then filtered, washed with acetone (2×500 μl), and the solvent is removed under reduced pressure. The residue is dissolved in 3.5 ml of dichloromethane and washed twice with water (2×3.5 ml) and finally with brine (3.5 ml). Th... The reactants are Cc1cccc(-c2sc(C)nc2C(=O)N2CC3CC3C2CN)c1, O=C(O)c1ccccc1N1CCOCC1. Yields the product Cc1cccc(-c2sc(C)nc2C(=O)N2CC3CC3C2CNC(=O)c2ccccc2N2CCOCC2)c1. As a reaction SMILES: [NH2:1][CH2:2][CH:3]1[CH:4]2[CH2:5][CH:6]2[CH2:7][N:8]1[C:9](=[O:10])[c:11]1[n:12][c:13]([CH3:23])[s:14][c:15]1-[c:16]1[cH:17][c:18]([CH3:22])[cH:19][cH:20][cH:21]1.[O:24]1[CH2:25][CH2:26][N:27]([c:30]2[c:31]([C:32](=[O:33])[OH:34])[cH:35][cH:36][cH:37][cH:38]2)[CH2:28][CH2:29]1>>[NH:1]([CH2:2][CH:3]1[CH:4]2[CH2:5][CH:6]2[CH2:7][N:8]1[C:9](=[O:10])[c:11]1[n:12][c:13]([CH3:23])[s:14][c:15]1-[c:16]1[cH:17][c:18]([CH3:22])[cH:19][cH:20][cH:21]1)[C:32]([c:31]1[c:30]([N:27]2[CH2:26][CH2:25][O:24][CH2:29][CH2:28]2)[cH:38][cH:37][cH:36][cH:35]1)=[O:33]. Starting materials: C(C1=CC=CC=C1)(=O)C=1C=C2CC(CC2=CC1)C(=O)Cl (5-benzoyl-indan-2-carboxylic acid chloride), O (water), C(O)CN (monoethanolamine), S(=O)(Cl)Cl (thionyl chloride). Solvent: O1CCOCC1 (dioxane), O1CCOCC1 (dioxane). Conditions: time 1 hour. The product is OCCNC(=O)C1CC2=CC=C(C=C2C1)C(C1=CC=CC=C1)=O (N-(2'-hydroxyethyl) 5-benzoyl-indan-2-carboxamide). RXN SMILES: [CH2:1]([CH2:3][NH2:4])[OH:2].[C:5]([C:13]1[CH:14]=[C:15]2[C:19](=[CH:20][CH:21]=1)[CH2:18][CH:17]([C:22](Cl)=[O:23])[CH2:16]2)(=[O:12])[C:6]1[CH:11]=[CH:10][CH:9]=[CH:8][CH:7]=1.S(Cl)(Cl)=O.O>O1CCOCC1>[OH:2][CH2:1][CH2:3][NH:4][C:22]([CH:17]1[CH2:16][C:15]2[C:19](=[CH:20][CH:21]=[C:13]([C:5](=[O:12])[C:6]3[CH:11]=[CH:10][CH:9]=[CH:8][CH:7]=3)[CH:14]=2)[CH2:18]1)=[O:23]. Procedure details: 6.2 g (0.084 mole+20%) of monoethanolamine dissolved in 30 cm3 of dioxane is placed in a 250 cm3 reaction vessel equipped with a stirrer, a cooler, a dropping funnel and a thermometer. At a temperature of between 15° and 20° C., a solution of 12.2 g (0.042 mole) of 5-benzoyl-indan-2-carboxylic acid chloride (prepared in conventional manner by reacting thionyl chloride with the corresponding acid) in 30 cm3 of dioxane is slowly added. The reaction mixture is stirred for one hour at ambient temper...